Dataset: the Open Reaction Database (ORD), a public repository of structured organic reaction records. Task: describe an organic reaction: reactants, conditions, products, and yield Starting materials: CCO, CCOC(=O)CCN(C)C(=O)c1ccc(NC(c2oc3ccc(OCCSC)cc3c2C)C2CCCCC2)cc1, [Na+], [OH-]. Product: CSCCOc1ccc2oc(C(Nc3ccc(C(=O)N(C)CCC(=O)O)cc3)C3CCCCC3)c(C)c2c1. As a reaction SMILES: [CH3:43][CH2:44][OH:45].[CH:1]1([CH:7]([c:8]2[o:9][c:10]3[c:11]([c:12]2[CH3:13])[cH:14][c:15]([O:18][CH2:19][CH2:20][S:21][CH3:22])[cH:16][cH:17]3)[NH:23][c:24]2[cH:25][cH:26][c:27]([C:30](=[O:31])[N:32]([CH2:33][CH2:34][C:35](=[O:36])[O:37][CH2:38][CH3:39])[CH3:40])[cH:28][cH:29]2)[CH2:2][CH2:3][CH2:4][CH2:5][CH2:6]1.[Na+:42].[OH-:41]>>[CH:1]1([CH:7]([c:8]2[o:9][c:10]3[c:11]([c:12]2[CH3:13])[cH:14][c:15]([O:18][CH2:19][CH2:20][S:21][CH3:22])[cH:16][cH:17]3)[NH:23][c:24]2[cH:25][cH:26][c:27]([C:30](=[O:31])[N:32]([CH2:33][CH2:34][C:35](=[O:36])[OH:37])[CH3:40])[cH:28][cH:29]2)[CH2:2][CH2:3][CH2:4][CH2:5][CH2:6]1.